From a dataset of the Open Reaction Database (ORD), a public repository of structured organic reaction records. describe an organic reaction: reactants, conditions, products, and yield RXN SMILES: [CH3:28][NH:29][CH3:30].[ClH:31].[F:1][C:2]([F:3])([F:4])[CH2:26][O:27][c:5]1[n:6][c:7]2[n:8]([cH:9][cH:10]1)[n:11][c:12]([S:14](=[O:15])(=[O:16])[NH:17][c:18]1[c:19]([Cl:25])[cH:20][cH:21][cH:22][c:23]1[Cl:24])[n:13]2.[OH2:32]>>[c:5]1([N:29]([CH3:28])[CH3:30])[n:6][c:7]2[n:8]([cH:9][cH:10]1)[n:11][c:12]([S:14](=[O:15])(=[O:16])[NH:17][c:18]1[c:19]([Cl:25])[cH:20][cH:21][cH:22][c:23]1[Cl:24])[n:13]2. Reactants: CNC, Cl, O=S(=O)(Nc1c(Cl)cccc1Cl)c1nc2nc(OCC(F)(F)F)ccn2n1, O. Yields the product CN(C)c1ccn2nc(S(=O)(=O)Nc3c(Cl)cccc3Cl)nc2n1. Reactants: CC=1C=C(OC=2C=CC(=NC2)S(=O)(=O)C)C=CC1[N+](=O)[O-] (5-(3-methyl-4-nitrophenoxy)-2-(methylsulfonyl)pyridine), O1CCCC1 (tetrahydrofuran). Reagents/catalysts: [C].[Pd] (palladium carbon). Run in CO (methanol). Run at time 18 hour. Product: CC1=C(N)C=CC(=C1)OC=1C=NC(=CC1)S(=O)(=O)C (2-Methyl-4-{[6-(methylsulfonyl)pyridin-3-yl]oxy}aniline). Yield: 100.4%. Reaction SMILES: [CH3:1][C:2]1[CH:3]=[C:4]([CH:16]=[CH:17][C:18]=1[N+:19]([O-])=O)[O:5][C:6]1[CH:7]=[CH:8][C:9]([S:12]([CH3:15])(=[O:14])=[O:13])=[N:10][CH:11]=1.O1CCCC1>[C].[Pd].CO>[CH3:1][C:2]1[CH:3]=[C:4]([O:5][C:6]2[CH:11]=[N:10][C:9]([S:12]([CH3:15])(=[O:14])=[O:13])=[CH:8][CH:7]=2)[CH:16]=[CH:17][C:18]=1[NH2:19] |f:2.3|. Procedure details: A mixture of 5-(3-methyl-4-nitrophenoxy)-2-(methylsulfonyl)pyridine (12.58 g), 10% palladium carbon (2.5 g, containing water (50%)), tetrahydrofuran (200 mL), and methanol (50 mL) was stirred under a hydrogen atmosphere (balloon pressure) at room temperature for 18 hr. The catalyst was filtered off, and the obtained filtrate was concentrated under reduced pressure to give the title compound (11.4 g, yield 100%) as a pale-yellow oil.